This data is from the Open Reaction Database (ORD), a public repository of structured organic reaction records. The task is: describe an organic reaction: reactants, conditions, products, and yield The reactants are C1CCOC1, C1CCOC1, COC(=O)c1cc([N+](=O)[O-])c(N)c(Cl)c1Nc1ccccc1, CCO, CO, [Cl-], ClCCl, [NH4+], O. Yields the product COC(=O)c1cc(N)c(N)c(Cl)c1Nc1ccccc1. As a reaction SMILES: [CH2:30]1[O:31][CH2:32][CH2:33][CH2:34]1.[CH2:38]1[O:39][CH2:40][CH2:41][CH2:42]1.[CH3:1][O:2][C:3]([c:4]1[c:5]([NH:15][c:16]2[cH:17][cH:18][cH:19][cH:20][cH:21]2)[c:6]([Cl:14])[c:7]([NH2:13])[c:8]([N+:10]([O-:11])=[O:12])[cH:9]1)=[O:22].[CH3:23][CH2:24][OH:25].[CH3:26][OH:27].[Cl-:28].[Cl:35][CH2:36][Cl:37].[NH4+:29].[OH2:43]>>[CH3:1][O:2][C:3]([c:4]1[c:5]([NH:15][c:16]2[cH:17][cH:18][cH:19][cH:20][cH:21]2)[c:6]([Cl:14])[c:7]([NH2:13])[c:8]([NH2:10])[cH:9]1)=[O:22].